This data is from the Open Reaction Database (ORD), a public repository of structured organic reaction records. The task is: describe an organic reaction: reactants, conditions, products, and yield The reactants are B, CC(C)(C)OC(=O)N1CC(N)C(C(=O)N2CCCC(Cc3ccc(F)cc3)C2)C1, CC(=O)O, CO, C1CCOC1, C1CCOC1. Yields the product CC(C)(C)OC(=O)N1CC(N)C(CN2CCCC(Cc3ccc(F)cc3)C2)C1. As a reaction SMILES: [BH3:35].[C:1]([CH3:2])([CH3:3])([CH3:4])[O:5][C:6](=[O:7])[N:8]1[CH2:9][CH:10]([NH2:29])[CH:11]([C:13](=[O:14])[N:15]2[CH2:16][CH:17]([CH2:21][c:22]3[cH:23][cH:24][c:25]([F:28])[cH:26][cH:27]3)[CH2:18][CH2:19][CH2:20]2)[CH2:12]1.[CH3:41][C:42](=[O:43])[OH:44].[CH3:45][OH:46].[O:30]1[CH2:31][CH2:32][CH2:33][CH2:34]1.[O:36]1[CH2:37][CH2:38][CH2:39][CH2:40]1>>[C:1]([CH3:2])([CH3:3])([CH3:4])[O:5][C:6](=[O:7])[N:8]1[CH2:9][CH:10]([NH2:29])[CH:11]([CH2:13][N:15]2[CH2:16][CH:17]([CH2:21][c:22]3[cH:23][cH:24][c:25]([F:28])[cH:26][cH:27]3)[CH2:18][CH2:19][CH2:20]2)[CH2:12]1. Reaction conditions: time 6 hour. As a reaction SMILES: N1C=CC=CC=1.[C:7]([N:10]1[CH:15]=[C:14]([C:16]2[CH:21]=[CH:20][CH:19]=[CH:18][CH:17]=2)[N:13]([CH2:22][C:23]([NH:25][C@@H:26]([CH2:31][C:32]2[CH:37]=[CH:36][CH:35]=[CH:34][CH:33]=2)[CH:27]([OH:30])[C:28]#[N:29])=[O:24])[C:12](=[O:38])[CH:11]1[CH:39]([CH3:41])[CH3:40])(=[O:9])[CH3:8].[C:42](OC(=O)C)(=[O:44])[CH3:43].CN(C1C=CC=CN=1)C>C(Cl)Cl.C(OCC)(=O)C>[C:42]([O:30][CH:27]([C@@H:26]([NH:25][C:23]([CH2:22][N:13]1[C:14]([C:16]2[CH:17]=[CH:18][CH:19]=[CH:20][CH:21]=2)=[CH:15][N:10]([C:7](=[O:9])[CH3:8])[CH:11]([CH:39]([CH3:41])[CH3:40])[C:12]1=[O:38])=[O:24])[CH2:31][C:32]1[CH:37]=[CH:36][CH:35]=[CH:34][CH:33]=1)[C:28]#[N:29])(=[O:44])[CH3:43]. Procedure: Pyridine (0.15 ml) is added to a solution of (2RS,3S)-3-{(3RS)-4-acetyl-3-isopropyl-2-oxo-6-phenyl-1,2,3,4-tetrahydropyrazin-1-yl}methylcarbonylamino-2-hydroxy-4-phenylbutanenitrile (291 mg, Compound No. 8-1) in methylene chloride (3 ml). The mixture is cooled with ice, acetic anhydride (115 μl) and dimethylaminopyridine (catalytic amount) are added to the mixture, and the whole is stirred for six hours. Ethyl acetate is added to the reaction mixture and the whole is washed with 1 N hydrochloric... Run in C(Cl)Cl (methylene chloride), C(C)(=O)OCC (Ethyl acetate). The product is C(C)(=O)OC(C#N)[C@H](CC1=CC=CC=C1)NC(=O)CN1C(C(N(C=C1C1=CC=CC=C1)C(C)=O)C(C)C)=O ((2RS,3S)-2-Acetoxy-3-{(3RS)-4-acetyl-3-isopropyl-2-oxo-6-phenyl-1,2,3,4-tetrahydropyrazin-1-yl}methylcarbonylamino-4-phenylbutanenitrile). The reactants are C(C)(=O)OC(C)=O (acetic anhydride), CN(C)C1=NC=CC=C1 (dimethylaminopyridine), N1=CC=CC=C1 (Pyridine), C(C)(=O)N1C(C(N(C(=C1)C1=CC=CC=C1)CC(=O)N[C@H](C(C#N)O)CC1=CC=CC=C1)=O)C(C)C ((2RS,3S)-3-{(3RS)-4-acetyl-3-isopropyl-2-oxo-6-phenyl-1,2,3,4-tetrahydropyrazin-1-yl}methylcarbonylamino-2-hydroxy-4-phenylbutanenitrile). Starting materials: ClC=1N=C(C=2N=CN([C@H]3[C@H](O)[C@H](O)[C@@H](CO)O3)C2N1)NN1CCCCC1 (2-Chloro-N-(1-piperidinyl)adenosine), [OH-].[Na+] (sodium hydroxide), C(CC)O (1-propanol). Product: N1(CCCCC1)NC=1C=2N=CN([C@H]3[C@H](O)[C@H](O)[C@@H](CO)O3)C2N=C(N1)OCCC (N-(1-Piperidinyl)-2-(1-propoxy)adenosine). The yield is 37.0%. As a reaction SMILES: Cl[C:2]1[N:3]=[C:4]([NH:20][N:21]2[CH2:26][CH2:25][CH2:24][CH2:23][CH2:22]2)[C:5]2[N:6]=[CH:7][N:8]([C:18]=2[N:19]=1)[C@@H:9]1[O:17][C@H:14]([CH2:15][OH:16])[C@@H:12]([OH:13])[C@H:10]1[OH:11].[OH-].[Na+].[CH2:29]([OH:32])[CH2:30][CH3:31]>>[N:21]1([NH:20][C:4]2[C:5]3[N:6]=[CH:7][N:8]([C:18]=3[N:19]=[C:2]([O:32][CH2:29][CH2:30][CH3:31])[N:3]=2)[C@@H:9]2[O:17][C@H:14]([CH2:15][OH:16])[C@@H:12]([OH:13])[C@H:10]2[OH:11])[CH2:26][CH2:25][CH2:24][CH2:23][CH2:22]1 |f:1.2|. Reported procedure: 2-Chloro-N-(1-piperidinyl)adenosine (0.50 g, 1.3 mmol) (Example 5) was dissolved in a solution of sodium hydroxide (0.51 g, 1.3 mmol) in 1-propanol (15 ml), and the solution was heated at reflux for 4.5 hours, after which time TLC investigation showed that the starting material had been consumed. The reaction mixture was evaporated and the resultant residue was dissolved in water. The solution was neutralized with 4N aqueous hydrochloric acid and extracted with dichloromethane (3×50 ml). The com... Starting materials: BrCC1CO1, O=C([O-])[O-], COc1cccc(O)c1C#N, CC(C)=O, [K+], [K+]. Product: COc1cccc(OCC2CO2)c1C#N. RXN SMILES: [Br:18][CH2:19][CH:20]1[CH2:21][O:22]1.[C:12](=[O:13])([O-:14])[O-:15].[C:1](#[N:2])[c:3]1[c:4]([OH:11])[cH:5][cH:6][cH:7][c:8]1[O:9][CH3:10].[CH3:23][C:24](=[O:25])[CH3:26].[K+:16].[K+:17]>>[C:1](#[N:2])[c:3]1[c:4]([O:11][CH2:19][CH:20]2[CH2:21][O:22]2)[cH:5][cH:6][cH:7][c:8]1[O:9][CH3:10]. Reaction conditions: temperature 120 celsius. Reported procedure: Phosphorus oxychloride (0.08 ml) was added to a mixture of 4-methyl-3-[6-(4-methylpiperazin-1-yl)-4-oxoquinazolin-3(4H)-yl]benzoic acid (0.30 g), cyclobutylamine (0.09 ml) and pyridine (5 ml) and the resultant was heated to 120° C. for 5 minutes in a microwave (Personal Chemistry Emrys Optimizer with 300 W magnetron). The mixture was evaporated. The residue was partitioned between ethyl acetate and saturated NaHCO3 solution. The organic phase was dried (magnesium sulphate) and evaporated and the... Run in N1=CC=CC=C1 (pyridine). Reactants: P(=O)(Cl)(Cl)Cl (Phosphorus oxychloride), CC1=C(C=C(C(=O)O)C=C1)N1C=NC2=CC=C(C=C2C1=O)N1CCN(CC1)C (4-methyl-3-[6-(4-methylpiperazin-1-yl)-4-oxoquinazolin-3(4H)-yl]benzoic acid), C1(CCC1)N (cyclobutylamine). The product is C1(CCC1)NC(C1=CC(=C(C=C1)C)N1C=NC2=CC=C(C=C2C1=O)N1CCN(CC1)C)=O (N-cyclobutyl-4-methyl-3-[6-(4-methylpiperazin-1-yl)-4-oxoquinazolin-3(4H)-yl]benzamide). Reaction SMILES: P(Cl)(Cl)(Cl)=O.[CH3:6][C:7]1[CH:15]=[CH:14][C:10]([C:11]([OH:13])=O)=[CH:9][C:8]=1[N:16]1[C:25](=[O:26])[C:24]2[C:19](=[CH:20][CH:21]=[C:22]([N:27]3[CH2:32][CH2:31][N:30]([CH3:33])[CH2:29][CH2:28]3)[CH:23]=2)[N:18]=[CH:17]1.[CH:34]1([NH2:38])[CH2:37][CH2:36][CH2:35]1>N1C=CC=CC=1>[CH:34]1([NH:38][C:11](=[O:13])[C:10]2[CH:14]=[CH:15][C:7]([CH3:6])=[C:8]([N:16]3[C:25](=[O:26])[C:24]4[C:19](=[CH:20][CH:21]=[C:22]([N:27]5[CH2:32][CH2:31][N:30]([CH3:33])[CH2:29][CH2:28]5)[CH:23]=4)[N:18]=[CH:17]3)[CH:9]=2)[CH2:37][CH2:36][CH2:35]1.